describe an organic reaction: reactants, conditions, products, and yield From a dataset of the Open Reaction Database (ORD), a public repository of structured organic reaction records. Starting materials: C1COCCN1, ClCCl, Cc1ccc(S(=O)(=O)n2cc(S(=O)(=O)Cl)c3cc(F)ccc32)cc1, O. Product: Cc1ccc(S(=O)(=O)n2cc(S(=O)(=O)N3CCOCC3)c3cc(F)ccc32)cc1. RXN SMILES: [CH2:25]1[CH2:26][O:27][CH2:28][CH2:29][NH:30]1.[Cl:31][CH2:32][Cl:33].[F:1][c:2]1[cH:3][c:4]2[c:5]([S:21](=[O:22])(=[O:23])[Cl:24])[cH:6][n:7]([S:11](=[O:12])(=[O:13])[c:14]3[cH:15][cH:16][c:17]([CH3:20])[cH:18][cH:19]3)[c:8]2[cH:9][cH:10]1.[OH2:34]>>[F:1][c:2]1[cH:3][c:4]2[c:5]([S:21](=[O:22])(=[O:23])[N:30]3[CH2:25][CH2:26][O:27][CH2:28][CH2:29]3)[cH:6][n:7]([S:11](=[O:12])(=[O:13])[c:14]3[cH:15][cH:16][c:17]([CH3:20])[cH:18][cH:19]3)[c:8]2[cH:9][cH:10]1. Reactants: N1CCC2(CC1)CSC1=C(O2)C2=CC=CC=C2C(C1=O)=O (spiro[naphtho[1,2-b][1,4]oxathiine-2,4′-piperidine]-5,6-dione), BrCCOC1=CC=C(C=C1)Cl (1-(2-bromoethoxy)-4-chlorobenzene). The product is ClC1=CC=C(OCCN2CCC3(CC2)CSC2=C(O3)C3=CC=CC=C3C(C2=O)=O)C=C1 (1′-[2-(4-chlorophenoxy)ethyl]spiro[naphtho[1,2-b][1,4]oxathiine-2,4′-piperidine]-5,6-dione). Procedure: Compound 145 was synthesized using spiro[naphtho[1,2-b][1,4]oxathiine-2,4′-piperidine]-5,6-dione, 1-(2-bromoethoxy)-4-chlorobenzene and conditions outlined in procedure V. LCMS: 456 [M+H]; Rt=1.07 min. Reaction SMILES: [NH:1]1[CH2:6][CH2:5][C:4]2([O:11][C:10]3[C:12]4[C:17]([C:18](=[O:21])[C:19](=[O:20])[C:9]=3[S:8][CH2:7]2)=[CH:16][CH:15]=[CH:14][CH:13]=4)[CH2:3][CH2:2]1.Br[CH2:23][CH2:24][O:25][C:26]1[CH:31]=[CH:30][C:29]([Cl:32])=[CH:28][CH:27]=1>>[Cl:32][C:29]1[CH:30]=[CH:31][C:26]([O:25][CH2:24][CH2:23][N:1]2[CH2:2][CH2:3][C:4]3([O:11][C:10]4[C:12]5[C:17]([C:18](=[O:21])[C:19](=[O:20])[C:9]=4[S:8][CH2:7]3)=[CH:16][CH:15]=[CH:14][CH:13]=5)[CH2:5][CH2:6]2)=[CH:27][CH:28]=1. Reactants: C(C)(=O)O[C@H]1[C@@H](O[C@@H]([C@@H]([C@@H]1OC(C)=O)OC(C)=O)COC(C)=O)OC1=NNC(=C1CC1=C(C=C(C=C1)OCCCO)C)C(C)C (3-(2,3,4,6-tetra-O-acetyl-β-D-galactopyranosyloxy)-4-{[4-(3-hydroxypropoxy)-2-methylphenyl]methyl}-5-isopropyl-1H-pyrazole), NC(CC(=O)N)(C)C (3-amino-3-methylbutyramide), NC(C(=O)NCCO)(C)C (2-[2-amino-2-(methyl)-propionylamino]ethanol). Yields the product C(N)(=O)CC(C)(C)NCCCOC1=CC(=C(C=C1)CC=1C(=NNC1C(C)C)O[C@H]1[C@H](O)[C@@H](O)[C@@H](O)[C@H](O1)CO)C (4-[(4-{3-[2-Carbamoyl-1,1-di(methyl)ethylamino]propoxy}-2-methylphenyl)methyl]-3-(β-D-galactopyranosyloxy)-5-isopropyl-1H-pyrazole). As a reaction SMILES: C([O:4][C@@H:5]1[C@@H:10]([O:11]C(=O)C)[C@@H:9]([O:15]C(=O)C)[C@@H:8]([CH2:19][O:20]C(=O)C)[O:7][C@H:6]1[O:24][C:25]1[C:29]([CH2:30][C:31]2[CH:36]=[CH:35][C:34]([O:37][CH2:38][CH2:39][CH2:40]O)=[CH:33][C:32]=2[CH3:42])=[C:28]([CH:43]([CH3:45])[CH3:44])[NH:27][N:26]=1)(=O)C.[NH2:46][C:47]([CH3:53])([CH3:52])[CH2:48][C:49]([NH2:51])=[O:50].NC(C)(C)C(NCCO)=O>>[C:49]([CH2:48][C:47]([NH:46][CH2:40][CH2:39][CH2:38][O:37][C:34]1[CH:35]=[CH:36][C:31]([CH2:30][C:29]2[C:25]([O:24][C@@H:6]3[O:7][C@H:8]([CH2:19][OH:20])[C@H:9]([OH:15])[C@H:10]([OH:11])[C@H:5]3[OH:4])=[N:26][NH:27][C:28]=2[CH:43]([CH3:45])[CH3:44])=[C:32]([CH3:42])[CH:33]=1)([CH3:53])[CH3:52])(=[O:50])[NH2:51]. Procedure: The title compound was prepared in a similar manner to that described in Example 72 using 3-(2,3,4,6-tetra-O-acetyl-β-D-galactopyranosyloxy)-4-{[4-(3-hydroxypropoxy)-2-methylphenyl]methyl}-5-isopropyl-1H-pyrazole and 3-amino-3-methylbutyramide instead of 3-(2,3,4,6-tetra-O-acetyl-β-D-glucopyranosyloxy)-4-{[4-(3-hydroxypropoxy)phenyl]-methyl}-5-isopropyl-1H-pyrazole and 2-[2-amino-2-(methyl)-propionylamino]ethanol, respectively. Run in CO (methanol). Conditions: time 30 minute. Procedure details: Under a solution of 1.069 g of 1-(3-{[(t-butoxycarbonyl)amino]methyl}-4-methoxybenzoyl)-1-cyclopropanecarboxylic acid in 10 ml of methanol was added 8 ml of trimethylsilyldiazomethane (2N solution in hexane). After stirring for 30 minutes, the solution was treated with acetic acid until its color faded, and then concentrated. The residue was purified by silica gel column chromatography, to give 0.974 g of the title compound as a colorless oil. As a reaction SMILES: [C:1]([O:5][C:6]([NH:8][CH2:9][C:10]1[CH:11]=[C:12]([CH:21]=[CH:22][C:23]=1[O:24][CH3:25])[C:13]([C:15]1([C:18]([OH:20])=[O:19])[CH2:17][CH2:16]1)=[O:14])=[O:7])([CH3:4])([CH3:3])[CH3:2].[CH3:26][Si](C=[N+]=[N-])(C)C.C(O)(=O)C>CO>[C:1]([O:5][C:6]([NH:8][CH2:9][C:10]1[CH:11]=[C:12]([CH:21]=[CH:22][C:23]=1[O:24][CH3:25])[C:13]([C:15]1([C:18]([O:20][CH3:26])=[O:19])[CH2:16][CH2:17]1)=[O:14])=[O:7])([CH3:4])([CH3:3])[CH3:2]. Yields the product C(C)(C)(C)OC(=O)NCC=1C=C(C(=O)C2(CC2)C(=O)OC)C=CC1OC (Methyl 1-(3-{[(t-butoxycarbonyl)amino]methyl}-4-methoxybenzoyl)-1-cyclopropanecarboxylate). The reactants are C(C)(C)(C)OC(=O)NCC=1C=C(C(=O)C2(CC2)C(=O)O)C=CC1OC (1-(3-{[(t-butoxycarbonyl)amino]methyl}-4-methoxybenzoyl)-1-cyclopropanecarboxylic acid), C[Si](C)(C)C=[N+]=[N-] (trimethylsilyldiazomethane), C(C)(=O)O (acetic acid). Starting materials: ClC1=CC(=C(NCC(CC)CC)C=C1)[N+](=O)[O-] (4-chloro-N-(2-ethylbutyl)-2-nitroaniline). The reagents and catalysts are [Ni] (Raney nickel). Run in C(C)O (ethanol). The product is NC1=C(NCC(CC)CC)C=CC(=C1)Cl (2-Amino-4-chloro-N-(2-ethylbutyl)aniline). Isolated yield 98.9%. As a reaction SMILES: [Cl:1][C:2]1[CH:14]=[CH:13][C:5]([NH:6][CH2:7][CH:8]([CH2:11][CH3:12])[CH2:9][CH3:10])=[C:4]([N+:15]([O-])=O)[CH:3]=1>C(O)C.[Ni]>[NH2:15][C:4]1[CH:3]=[C:2]([Cl:1])[CH:14]=[CH:13][C:5]=1[NH:6][CH2:7][CH:8]([CH2:9][CH3:10])[CH2:11][CH3:12]. Reported procedure: 40 g (0.156 mol) of 4-chloro-N-(2-ethylbutyl)-2-nitroaniline were dissolved in 500 ml of ethanol and, after addition of 4 g of Raney nickel, hydrogenated under 1 atm at room temperature. The mixture was then filtered and the filtrate was concentrated under reduced pressure to yield 35 g (98%) of the product.